Dataset: the Open Reaction Database (ORD), a public repository of structured organic reaction records. Task: describe an organic reaction: reactants, conditions, products, and yield The reactants are BrC1=CC(=C(C(=O)NC)C=C1)F (4-bromo-2-fluoro-N-methylbenzamide), B1(OC(C(O1)(C)C)(C)C)C=C (vinylboronic acid pinacol cyclic ester), C([O-])([O-])=O.[Na+].[Na+] (sodium carbonate). Run in COCCOC (DME). Reaction conditions: temperature 80 celsius, time 8 hour. The product is FC1=C(C(=O)NC)C=CC(=C1)C=C (2-fluoro-N-methyl-4-vinylbenzamide). The yield is 119.8%. RXN SMILES: Br[C:2]1[CH:11]=[CH:10][C:5]([C:6]([NH:8][CH3:9])=[O:7])=[C:4]([F:12])[CH:3]=1.B1(C=C)O[C:16](C)(C)[C:15](C)(C)O1.C(=O)([O-])[O-].[Na+].[Na+]>COCCOC>[F:12][C:4]1[CH:3]=[C:2]([CH:15]=[CH2:16])[CH:11]=[CH:10][C:5]=1[C:6]([NH:8][CH3:9])=[O:7] |f:2.3.4|. Procedure details: A mixture of 4-bromo-2-fluoro-N-methylbenzamide (0.80 g), vinylboronic acid pinacol cyclic ester (0.80 g) and 2M aqueous sodium carbonate solution (3.45 mL) in DME (17.3 mL) was argon-purged. Bis(triphenylphosphine)palladium(II) dichloride (0.12 g) was added thereto, and the mixture was stirred overnight at 80° C. The reaction solution was diluted with ethyl acetate, and the mixture was washed with water and saturated brine. The organic layer was dried over anhydrous magnesium sulfate, and the s... The reactants are [BH4-].[Na+] (sodium borohydride), Cl.Cl.Cl.N1CCC(CC1)N1CCN(CC1)CC(=O)C1=CC=C(OCC(=O)O)C=C1 (4-[[4-(4-piperidinyl)-piperazin-1yl]acetyl]phenoxyacetic acid trihydrochloride), CO (methanol), Cl (hydrochloric acid). Run at time 8 hour. The product is Cl.Cl.N1CCC(CC1)N1CCN(CC1)C(CC1=CC=C(OCC(=O)O)C=C1)O (4-[2-[4-(4-Piperidinyl)piperazin-1-yl]-2-hydroxyethyl]-phenoxyacetic acid dihydrochloride). RXN SMILES: [BH4-].[Na+].[ClH:3].Cl.Cl.[NH:6]1[CH2:11][CH2:10][CH:9]([N:12]2[CH2:17][CH2:16][N:15]([CH2:18][C:19]([C:21]3[CH:31]=[CH:30][C:24]([O:25][CH2:26][C:27]([OH:29])=[O:28])=[CH:23][CH:22]=3)=O)[CH2:14][CH2:13]2)[CH2:8][CH2:7]1.Cl.C[OH:34]>>[ClH:3].[ClH:3].[NH:6]1[CH2:11][CH2:10][CH:9]([N:12]2[CH2:17][CH2:16][N:15]([CH:18]([OH:34])[CH2:19][C:21]3[CH:31]=[CH:30][C:24]([O:25][CH2:26][C:27]([OH:29])=[O:28])=[CH:23][CH:22]=3)[CH2:14][CH2:13]2)[CH2:8][CH2:7]1 |f:0.1,2.3.4.5,8.9.10|. Reported procedure: 8.5 mg (0.22 mmol) of sodium borohydride are added to a solution of 100 mg (0.22 mmol) of 4-[[4-(4-piperidinyl)-piperazin-1yl]acetyl]phenoxyacetic acid trihydrochloride in 10 ml of methanol and the mixture is stirred overnight. 2 ml of a 0.1N hydrochloric acid are then added and the solution is concentrated to dryness under reduced pressure. The residue is partitioned between saturated sodium chloride solution and ethyl acetate and, after drying over sodium sulphate, the organic phase is concent... Product: COC(=O)C=Cc1ccc(OC)cc1. Reactants: CC(C)(C)N, C=CC(=O)OC, COc1ccc(N)cc1, CC(=O)O, O=N[O-], O=NO, [Na+], O, Cc1ccccc1O, [Pd], O=S(=O)(O)O. RXN SMILES: [C:22]([NH2:23])([CH3:24])([CH3:25])[CH3:26].[C:27]([CH:28]=[CH2:29])(=[O:30])[O:31][CH3:32].[CH3:1][O:2][c:3]1[cH:4][cH:5][c:6]([NH2:9])[cH:7][cH:8]1.[CH3:41][C:42](=[O:43])[OH:44].[N:15]([O-:16])=[O:17].[N:19]([OH:20])=[O:21].[Na+:18].[OH2:46].[OH:33][c:34]1[cH:35][cH:36][cH:37][cH:38][c:39]1[CH3:40].[Pd:45].[S:10](=[O:11])(=[O:12])([OH:13])[OH:14]>>[CH3:1][O:2][c:3]1[cH:4][cH:5][c:6]([CH:29]=[CH:28][C:27](=[O:30])[O:31][CH3:32])[cH:7][cH:8]1. Starting materials: COC1=C(C=C(C=C1)N1CCOCC1)NC(=S)C=1NC=CN1 (1H-Imidazole-2-carbothioic acid (2-methoxy-5-morpholin-4-yl-phenyl)-amide), [OH-].[K+] (KOH). The reagents and catalysts are [C-]#N.[C-]#N.[C-]#N.[C-]#N.[C-]#N.[C-]#N.[K+].[K+].[K+].[K+].[Fe+6] (potassium hexacyano ferrate). Run in O (water), O (water). Yields the product N1C(=NC=C1)C=1SC2=C(N1)C(=CC=C2N2CCOCC2)OC (2-(1H-imidazol-2-yl)-4-methoxy-7-morpholin-4-yl-benzothiazole). The yield is 46.8%. As a reaction SMILES: [CH3:1][O:2][C:3]1[CH:8]=[CH:7][C:6]([N:9]2[CH2:14][CH2:13][O:12][CH2:11][CH2:10]2)=[CH:5][C:4]=1[NH:15][C:16]([C:18]1[NH:19][CH:20]=[CH:21][N:22]=1)=[S:17].[OH-].[K+]>O.[C-]#N.[C-]#N.[C-]#N.[C-]#N.[C-]#N.[C-]#N.[K+].[K+].[K+].[K+].[Fe+6]>[NH:22]1[CH:21]=[CH:20][N:19]=[C:18]1[C:16]1[S:17][C:5]2[C:6]([N:9]3[CH2:10][CH2:11][O:12][CH2:13][CH2:14]3)=[CH:7][CH:8]=[C:3]([O:2][CH3:1])[C:4]=2[N:15]=1 |f:1.2,4.5.6.7.8.9.10.11.12.13.14|. Procedure: 0.08 g of 1H-Imidazole-2-carbothioic acid (2-methoxy-5-morpholin-4-yl-phenyl)-amide (0.25 mmol) were taken up in water (2.0 ml) and treated with 0.056 g KOH (1.0 mmol) and 0.331 g of potassium hexacyano ferrate (1.0 mmol) at reflux for 1 h. After cooling to ambient temperature water (10 ml) was added and the mixture was filtered. The residue on the filter was dried in vacuo at 40° C. One obtained 0.037 g of 2-(1H-imidazol-2-yl)-4-methoxy-7-morpholin-4-yl-benzothiazole (47%) as a yellow solid; M.... Reactants: S(O)(O)(=O)=O (sulfuric acid), C1(CCCCCO1)=O (ε-Caprolactone), C(C)(=O)OCC.CCCCCC (ethyl acetate n-hexane). Solvent: CO (methanol), CO (methanol). Reaction conditions: time 2 day. The product is OCCCCCC(=O)OC (Methyl 6-hydroxy-hexanoate). Yield: 64.0%. RXN SMILES: [C:1]1(=[O:8])[O:7][CH2:6][CH2:5][CH2:4][CH2:3][CH2:2]1.S(=O)(=O)(O)O.[C:14](OCC)(=[O:16])C.CCCCCC>CO>[OH:16][CH2:14][CH2:5][CH2:4][CH2:3][CH2:2][C:1]([O:7][CH3:6])=[O:8] |f:2.3|. Procedure details: ε-Caprolactone (12.50 g, 109.51 mM) was dissolved in methanol (125 ml), and a sulfuric acid solution (1 ml, 0.01 mM) was slowly added thereto. The resulting mixture was stirred at room temperature for 2 days. After the completion of reaction, methanol was removed under reduced pressure, and then ice water was poured into the residue. The resulting mixture was extracted with ethyl ether. The organic layer was separated, washed with an aqueous saturated sodium bicarbonate solution and brine in ord...